This data is from the Open Reaction Database (ORD), a public repository of structured organic reaction records. The task is: describe an organic reaction: reactants, conditions, products, and yield The reactants are BrC1=C(C(=C(C(=C1O)C1(CC1)C(=O)N)C#N)C)C1=CC=CC=C1.C1(CC1)C(=O)OC1(CC(=C(C(=C1C#N)C)C1=CC=CC=C1)Br)N ((2-bromo-5-cyano-3-hydroxy-6-methylbiphenyl-4-yl)cyclopropanecarboxamide 4-amino-2-bromo-5-cyano-6-methylbiphenyl-4-yl cyclopropanecarboxylate), O.C1(=CC=C(C=C1)S(=O)(=O)O)C (p-toluenesulfonic acid monohydrate), C1(=CC=CC=C1)C (toluene). Solvent: C(C)(=O)OCC (ethyl acetate). Yields the product BrC=1C(=C(C(=C2N=C(OC21)C2CC2)C#N)C)C2=CC=CC=C2 (7-Bromo-2-cyclopropyl-5-methyl-6-phenyl-1,3-benzoxazole-4-carbonitrile). Yield: 85.7%. RXN SMILES: BrC1C(O)=C([C:9]2([C:12](N)=[O:13])[CH2:11][CH2:10]2)C(C#N)=C(C)C=1C1C=CC=CC=1.C1(C(O[C:30]2([NH2:46])[C:35]([C:36]#[N:37])=[C:34]([CH3:38])[C:33]([C:39]3[CH:44]=[CH:43][CH:42]=[CH:41][CH:40]=3)=[C:32]([Br:45])[CH2:31]2)=O)CC1.O.C1(C)C=CC(S(O)(=O)=O)=CC=1.C1(C)C=CC=CC=1>C(OCC)(=O)C>[Br:45][C:32]1[C:33]([C:39]2[CH:40]=[CH:41][CH:42]=[CH:43][CH:44]=2)=[C:34]([CH3:38])[C:35]([C:36]#[N:37])=[C:30]2[C:31]=1[O:13][C:12]([CH:9]1[CH2:11][CH2:10]1)=[N:46]2 |f:0.1,2.3|. Procedure: Next, a mixture of (2-bromo-5-cyano-3-hydroxy-6-methylbiphenyl-4-yl)cyclopropanecarboxamide/4-amino-2-bromo-5-cyano-6-methylbiphenyl-4-yl cyclopropanecarboxylate mixture (160 mg, 0.426 mmol), p-toluenesulfonic acid monohydrate (24 mg, 0.128 mmol) and toluene (13 ml) was heated under reflux for 1.5 hours. After cooling, the reaction liquid was diluted with ethyl acetate, successively washed with an aqueous saturated sodium hydrogencarbonate solution and saturated brine, dried on anhydrous magnesi...